This data is from the Open Reaction Database (ORD), a public repository of structured organic reaction records. The task is: describe an organic reaction: reactants, conditions, products, and yield Reactants: CC(=O)O, CNC, CS(C)=O, CO, NC(=O)c1cc(-c2cccc(C=O)c2)cc2c(C3CCS(=O)(=O)CC3)c[nH]c12. Product: CNCc1cccc(-c2cc(C(N)=O)c3[nH]cc(C4CCS(=O)(=O)CC4)c3c2)c1. As a reaction SMILES: [C:32]([OH:33])(=[O:34])[CH3:35].[CH3:29][NH:30][CH3:31].[CH3:36][S:37]([CH3:38])=[O:39].[CH3:40][OH:41].[O:1]=[S:2]1(=[O:28])[CH2:3][CH2:4][CH:5]([c:8]2[cH:9][nH:10][c:11]3[c:12]([C:25](=[O:26])[NH2:27])[cH:13][c:14](-[c:17]4[cH:18][c:19]([CH:23]=[O:24])[cH:20][cH:21][cH:22]4)[cH:15][c:16]23)[CH2:6][CH2:7]1>>[O:1]=[S:2]1(=[O:28])[CH2:3][CH2:4][CH:5]([c:8]2[cH:9][nH:10][c:11]3[c:12]([C:25](=[O:26])[NH2:27])[cH:13][c:14](-[c:17]4[cH:18][c:19]([CH2:23][NH:30][CH3:29])[cH:20][cH:21][cH:22]4)[cH:15][c:16]23)[CH2:6][CH2:7]1. Reactants: O=C1CCC(=O)N1Br, ClC(Cl)(Cl)Cl, Cc1c(-c2ncco2)n(-c2ccccc2)c2cc(Cl)ccc2c1=O, CC(C)(C#N)N=NC(C)(C)C#N. Yields the product O=c1c(CBr)c(-c2ncco2)n(-c2ccccc2)c2cc(Cl)ccc12. RXN SMILES: [Br:25][N:26]1[C:27](=[O:28])[CH2:29][CH2:30][C:31]1=[O:32].[C:45]([Cl:46])([Cl:47])([Cl:48])[Cl:49].[Cl:1][c:2]1[cH:3][cH:4][c:5]2[c:6](=[O:24])[c:7]([CH3:23])[c:8](-[c:18]3[o:19][cH:20][cH:21][n:22]3)[n:9](-[c:12]3[cH:13][cH:14][cH:15][cH:16][cH:17]3)[c:10]2[cH:11]1.[N:33]([C:34]([CH3:35])([CH3:36])[C:37]#[N:38])=[N:39][C:40]([CH3:41])([CH3:42])[C:43]#[N:44]>>[Cl:1][c:2]1[cH:3][cH:4][c:5]2[c:6](=[O:24])[c:7]([CH2:23][Br:25])[c:8](-[c:18]3[o:19][cH:20][cH:21][n:22]3)[n:9](-[c:12]3[cH:13][cH:14][cH:15][cH:16][cH:17]3)[c:10]2[cH:11]1.